Dataset: the Open Reaction Database (ORD), a public repository of structured organic reaction records. Task: describe an organic reaction: reactants, conditions, products, and yield Starting materials: paraffin, S(O)(O)(=O)=O (sulfuric acid), C(C=C)(=O)N (acrylamide), [Cl-].C(C=C)(=O)OCC[N+](C)(C)C (acryloxyethyltrimethyl ammonium chloride), Br(=O)(=O)[O-].[Na+] (sodium bromate), [Na+].[Na+].[Na+].[Na+].C(CN(CC(=O)[O-])CC(=O)[O-])N(CC(=O)[O-])CC(=O)[O-] (ethylenediaminetetraacetic acid tetra sodium salt), polyoxyethylene sorbitan monooleate, COC(=O)C1=C(C=CS1)S(=O)(=O)NCC2=CC3=C(C=C2)OCO3 (polyoxyethylene sorbitan trioleate). The solvent is O (water). The product is [Cl-].C(C=C)(=O)OCC[N+](C)(C)C.C(C=C)(=O)N (Acryloyloxyethyltrimethylammonium Chloride Acrylamide). As a reaction SMILES: COC(C1SC=CC=1S(NCC1C=CC2OCOC=2C=1)(=O)=O)=O.S(=O)(=O)(O)O.[C:29]([NH2:33])(=[O:32])[CH:30]=[CH2:31].[Cl-:34].[C:35]([O:39][CH2:40][CH2:41][N+:42]([CH3:45])([CH3:44])[CH3:43])(=[O:38])[CH:36]=[CH2:37].Br([O-])(=O)=O.[Na+].[Na+].[Na+].[Na+].[Na+].C(N(CC([O-])=O)CC([O-])=O)CN(CC([O-])=O)CC([O-])=O>O>[Cl-:34].[C:35]([O:39][CH2:40][CH2:41][N+:42]([CH3:44])([CH3:43])[CH3:45])(=[O:38])[CH:36]=[CH2:37].[C:29]([NH2:33])(=[O:32])[CH:30]=[CH2:31] |f:3.4,5.6,7.8.9.10.11,13.14.15|. Procedure: An organic solution is prepared by combining a low odor paraffin oil (208.4 g), polyoxyethylene sorbitan monooleate (9.0 g) and polyoxyethylene sorbitan trioleate (32.6 g) in a reactor with stirring. To this solution is added an aqueous solution, adjusted to pH=3.5 with sulfuric acid, containing acrylamide (24.0 g), acryloxyethyltrimethyl ammonium chloride (80.2 g), sodium bromate (0.01 g), ethylenediaminetetraacetic acid tetra sodium salt (0.21 g), and water (145.58 g). Reactants: CN1CCCC1=O, COC(=O)c1cc(Cl)c(OCc2ccc(OC)cc2)cc1O, O=[N+]([O-])c1cccc(S(=O)(=O)OCC2CO2)c1, O. The product is COC(=O)c1cc(Cl)c(OCc2ccc(OC)cc2)cc1OCC1CO1. RXN SMILES: [CH3:41][N:42]1[CH2:43][CH2:44][CH2:45][C:46]1=[O:47].[Cl:1][c:2]1[c:3]([O:13][CH2:14][c:15]2[cH:16][cH:17][c:18]([O:21][CH3:22])[cH:19][cH:20]2)[cH:4][c:5]([OH:12])[c:6]([C:7](=[O:8])[O:9][CH3:10])[cH:11]1.[N+:23]([c:24]1[cH:25][c:26]([S:27]([O:28][CH2:36][CH:37]2[O:38][CH2:39]2)(=[O:29])=[O:30])[cH:31][cH:32][cH:33]1)([O-:34])=[O:35].[OH2:40]>>[Cl:1][c:2]1[c:3]([O:13][CH2:14][c:15]2[cH:16][cH:17][c:18]([O:21][CH3:22])[cH:19][cH:20]2)[cH:4][c:5]([O:12][CH2:36][CH:37]2[O:38][CH2:39]2)[c:6]([C:7](=[O:8])[O:9][CH3:10])[cH:11]1. Starting materials: COC(=O)COc1ccc(CC(C)=O)cc1, CCCCCC, NCC(O)c1ccccc1F. Product: COC(=O)COc1ccc(CC(C)NCC(O)c2ccccc2F)cc1. RXN SMILES: [C:1](=[O:2])([O:3][CH3:4])[CH2:5][O:6][c:7]1[cH:8][cH:9][c:10]([CH2:13][C:14]([CH3:15])=[O:16])[cH:11][cH:12]1.[CH3:28][CH2:29][CH2:30][CH2:31][CH2:32][CH3:33].[OH:17][CH:18]([CH2:19][NH2:20])[c:21]1[c:22]([F:27])[cH:23][cH:24][cH:25][cH:26]1>>[C:1](=[O:2])([O:3][CH3:4])[CH2:5][O:6][c:7]1[cH:8][cH:9][c:10]([CH2:13][CH:14]([CH3:15])[NH:20][CH2:19][CH:18]([OH:17])[c:21]2[c:22]([F:27])[cH:23][cH:24][cH:25][cH:26]2)[cH:11][cH:12]1. Reactants: CS(C)=O, CCCCCC, CCO, CCOC(C)=O, ClCc1ccc2ccccc2n1, Cl, [Na+], [OH-], N#CCCCOc1cccc(O)c1. Yields the product N#CCCCOc1cccc(OCc2ccc3ccccc3n2)c1. Reaction SMILES: [CH3:29][S:30]([CH3:31])=[O:32].[CH3:33][CH2:34][CH2:35][CH2:36][CH2:37][CH3:38].[CH3:39][CH2:40][OH:41].[CH3:42][CH2:43][O:44][C:45](=[O:46])[CH3:47].[Cl:2][CH2:3][c:4]1[n:5][c:6]2[cH:7][cH:8][cH:9][cH:10][c:11]2[cH:12][cH:13]1.[ClH:1].[Na+:28].[OH-:27].[OH:14][c:15]1[cH:16][c:17]([O:18][CH2:19][CH2:20][CH2:21][C:22]#[N:23])[cH:24][cH:25][cH:26]1>>[CH2:3]([c:4]1[n:5][c:6]2[cH:7][cH:8][cH:9][cH:10][c:11]2[cH:12][cH:13]1)[O:14][c:15]1[cH:16][c:17]([O:18][CH2:19][CH2:20][CH2:21][C:22]#[N:23])[cH:24][cH:25][cH:26]1. Starting materials: ClC=1C=CC=C2C=C(C(=NC12)OC1=CC=CC=C1)CN ((8-chloro-2-phenoxyquinolin-3-yl)-methanamine), ClC1=C2NC=NC2=NC=N1 (6-chloropurine), CCN(C(C)C)C(C)C (DIEA). Solvent: C(CCC)O (n-butanol). Product: ClC=1C=CC=C2C=C(C(=NC12)OC1=CC=CC=C1)CNC1=C2N=CNC2=NC=N1 (N-((8-chloro-2-phenoxyquinolin-3-yl)methyl)-9H-purin-6-amine). As a reaction SMILES: [Cl:1][C:2]1[CH:3]=[CH:4][CH:5]=[C:6]2[C:11]=1[N:10]=[C:9]([O:12][C:13]1[CH:18]=[CH:17][CH:16]=[CH:15][CH:14]=1)[C:8]([CH2:19][NH2:20])=[CH:7]2.Cl[C:22]1[N:30]=[CH:29][N:28]=[C:27]2[C:23]=1[NH:24][CH:25]=[N:26]2.CCN(C(C)C)C(C)C>C(O)CCC>[Cl:1][C:2]1[CH:3]=[CH:4][CH:5]=[C:6]2[C:11]=1[N:10]=[C:9]([O:12][C:13]1[CH:18]=[CH:17][CH:16]=[CH:15][CH:14]=1)[C:8]([CH2:19][NH:20][C:22]1[N:30]=[CH:29][N:28]=[C:27]3[C:23]=1[N:24]=[CH:25][NH:26]3)=[CH:7]2. Reported procedure: Prepared according to Procedure H using (8-chloro-2-phenoxyquinolin-3-yl)-methanamine (0.110 g, 0.360 mmol), 6-chloropurine (0.072 g, 0.46 mmol, 1.2 eq) and DIEA (0.72 mmol, 2.0 eq) in n-butanol (3 mL). N-((8-chloro-2-phenoxyquinolin-3-yl)methyl)-9H-purin-6-amine [PI3Kδ IC50=125 nM] was obtained after purification as a white solid. 1H-NMR (MeOD) δ ppm 8.18-8.24 (s, 1H), 8.14-8.20 (s, 1H), 7.85-7.91 (d, J=7.58, 1H), 7.72-7.79 (d, J=7.34, 1H), 7.47-7.55 (m, 3H), 7.42-7.47 (m, 3H), 7.35-7.42 (m, 1H... The reactants are C(N)(OCCC1=CC=C(C=C1)OC=1C=NC(=CC1)C(F)(F)F)=N (2-(4-{[6-(trifluoromethyl)-3-pyridinyl]oxy}phenyl)ethyl imidocarbamate), C(=O)C(C(=O)OC)CC=1C=NN(C1)C (methyl 2-formyl-3-(1-methyl-1H-pyrazol-4-yl)propanoate), C(=O)([O-])[O-].[K+].[K+] (K2CO3). Run in CN1CCCC1=O (NMP). Conditions: temperature 130 celsius. Yields the product CN1N=CC(=C1)CC=1C(N=C(NC1)OCCC1=CC=C(C=C1)OC=1C=NC(=CC1)C(F)(F)F)=O (5-[(1-methyl-1H-pyrazol-4-yl)methyl]-2-{[2-(4-{[6-(trifluoromethyl)-3-pyridinyl]oxy}phenyl)ethyl]oxy}-4(1H)-pyrimidinone). The yield is 24.6%. Reaction SMILES: [C:1](=[NH:23])([O:3][CH2:4][CH2:5][C:6]1[CH:11]=[CH:10][C:9]([O:12][C:13]2[CH:14]=[N:15][C:16]([C:19]([F:22])([F:21])[F:20])=[CH:17][CH:18]=2)=[CH:8][CH:7]=1)[NH2:2].[CH:24]([CH:26]([CH2:31][C:32]1[CH:33]=[N:34][N:35]([CH3:37])[CH:36]=1)[C:27](OC)=O)=[O:25].C([O-])([O-])=O.[K+].[K+]>CN1C(=O)CCC1>[CH3:37][N:35]1[CH:36]=[C:32]([CH2:31][C:26]2[C:24](=[O:25])[N:23]=[C:1]([O:3][CH2:4][CH2:5][C:6]3[CH:7]=[CH:8][C:9]([O:12][C:13]4[CH:14]=[N:15][C:16]([C:19]([F:22])([F:21])[F:20])=[CH:17][CH:18]=4)=[CH:10][CH:11]=3)[NH:2][CH:27]=2)[CH:33]=[N:34]1 |f:2.3.4|. Procedure details: To the solution of 2-(4-{[6-(trifluoromethyl)-3-pyridinyl]oxy}phenyl)ethyl imidocarbamate (200 mg, 0.456 mmol) and methyl 2-formyl-3-(1-methyl-1H-pyrazol-4-yl)propanoate (107 mg, 0.548 mmol) in NMP (3 mL) was added K2CO3 (252 mg, 1.825 mmol). The mixture was heated with a microwave reactor at 130° C. for 0.5 h. Purification via MDAP then afforded the title compound (53 mg, 0.112 mmol, 24.64% yield). LCMS: rt=2.92 min, [M+H+]=472 The reactants are C(C)OC(NC1=CC(=CC=C1)CN1N=C(C=CC1=O)C1=CC=C(C=C1)C#N)=O (ethyl{3-[6-oxo-3-(4-cyanophenyl)-6H-pyridazin-1-ylmethyl]-phenyl}carbamate). The reagents and catalysts are [Ni] (Ni). Solvent: N (ammonia). Reaction conditions: time 16 hour. Yields the product C(C)OC(NC1=CC(=CC=C1)CN1N=C(C=CC1=O)C1=CC=C(C=C1)CN)=O (ethyl{3-[3-(4-aminomethylphenyl)-6-oxo-6H-pyridazin-1-ylmethyl]phenyl}carbamate). RXN SMILES: [CH2:1]([O:3][C:4](=[O:28])[NH:5][C:6]1[CH:11]=[CH:10][CH:9]=[C:8]([CH2:12][N:13]2[C:18](=[O:19])[CH:17]=[CH:16][C:15]([C:20]3[CH:25]=[CH:24][C:23]([C:26]#[N:27])=[CH:22][CH:21]=3)=[N:14]2)[CH:7]=1)[CH3:2]>N.[Ni]>[CH2:1]([O:3][C:4](=[O:28])[NH:5][C:6]1[CH:11]=[CH:10][CH:9]=[C:8]([CH2:12][N:13]2[C:18](=[O:19])[CH:17]=[CH:16][C:15]([C:20]3[CH:21]=[CH:22][C:23]([CH2:26][NH2:27])=[CH:24][CH:25]=3)=[N:14]2)[CH:7]=1)[CH3:2]. Reported procedure: 26 mmol of ethyl{3-[6-oxo-3-(4-cyanophenyl)-6H-pyridazin-1-ylmethyl]-phenyl}carbamate are dissolved in 300 ml of methanolic ammonia solution (10%), 4 g of Raney Ni are added, and the mixture is hydrogenated at room temperature for 16 h under a hydrogen atmosphere (5 bar). The catalyst is separated off, rinsed with methanol, and the filtrate is evaporated. Reactants: CC(=O)OC(=O)C (Ac2O), NCCCCCCCCN (1,8 diaminooctane), [H-].[H-].[H-].[H-].[Li+].[Al+3] (LiAlH4). Run in C(C)(=O)OCC (ethyl acetate), N1=CC=CC=C1 (pyridine). As a reaction SMILES: [NH2:1][CH2:2][CH2:3][CH2:4][CH2:5][CH2:6][CH2:7][CH2:8][CH2:9][NH2:10].[CH3:11][C:12](OC(C)=O)=O.[H-].[H-].[H-].[H-].[Li+].[Al+3]>N1C=CC=CC=1.C(OCC)(=O)C>[CH2:11]([NH:1][CH2:2][CH2:3][CH2:4][CH2:5][CH2:6][CH2:7][CH2:8][CH2:9][NH2:10])[CH3:12] |f:2.3.4.5.6.7|. Conditions: time 1 day. Product: C(C)NCCCCCCCCN (N-monoethyl-1,8-diaminooctane). Reported procedure: Ten mmole of 1,8 diaminooctane is dissolved in 50 ml of pyridine. Five mmole of Ac2O is added to the solution dropwise at 10° C. The organic solvent is then evaporated. Using column chromatography, N-monoacetoamide-1,8-diaminooctane subsequently is separated out. The N-monoacetoamide-1,8-diaminooctane is dissolved in 25 ml 1,2-dichloroethane. To this solution, 6 mmole of LiAlH4 is added. The solution is then stirred under nitrogen gas at room temperature for 1 day. Subsequently, the solution is ...